Dataset: the Open Reaction Database (ORD), a public repository of structured organic reaction records. Task: describe an organic reaction: reactants, conditions, products, and yield Starting materials: O (water), [OH-].[Na+] (sodium hydroxide), O (water), C12(CC3CC(CC(C1)C3)C2)CCC(=O)OC (methyl 3-(1-adamantyl)propanoate), [H-].[Al+3].[Li+].[H-].[H-].[H-] (lithium aluminium hydride). The solvent is O1CCCC1 (tetrahydrofuran), O1CCCC1 (tetrahydrofuran). Conditions: time 5 hour. Product: C12(CC3CC(CC(C1)C3)C2)CCCO (3-(1-adamantyl)propan-1-ol), solid. Yield: 97.0%. As a reaction SMILES: [C:1]12([CH2:11][CH2:12][C:13](OC)=[O:14])[CH2:10][CH:5]3[CH2:6][CH:7]([CH2:9][CH:3]([CH2:4]3)[CH2:2]1)[CH2:8]2.[H-].[Al+3].[Li+].[H-].[H-].[H-].O.[OH-].[Na+]>O1CCCC1>[C:1]12([CH2:11][CH2:12][CH2:13][OH:14])[CH2:8][CH:7]3[CH2:6][CH:5]([CH2:4][CH:3]([CH2:9]3)[CH2:2]1)[CH2:10]2 |f:1.2.3.4.5.6,8.9|. Procedure details: A solution of Intermediate 47 (3.89 g, 17.49 mmol) in anhydrous tetrahydrofuran (5 mL) was slowly added under argon at 0° C. to a solution of lithium aluminium hydride (0.74 g, 19.5 mmol) in tetrahydrofuran (22 mL). The resulting mixture was stirred at room temperature for 5 hours. Then water (20 mL), sodium hydroxide 4N (20 mL) and finally water again (40 mL) were added into the solution at 0° C. The mixture was stirred for some minutes and the resulting salts were filtered through a pad of Cel... Yields the product Nc1c(C(=O)O)cc2nsnc2c1Cl. RXN SMILES: [CH3:1][O:2][C:3](=[O:4])[c:5]1[c:6]([NH2:15])[c:7]([Cl:14])[c:8]2[c:9]([n:10][s:11][n:12]2)[cH:13]1.[CH3:24][OH:25].[Na+:17].[O:18]1[CH2:19][CH2:20][O:21][CH2:22][CH2:23]1.[OH-:16]>>[O:2]=[C:3]([OH:4])[c:5]1[c:6]([NH2:15])[c:7]([Cl:14])[c:8]2[c:9]([n:10][s:11][n:12]2)[cH:13]1. The reactants are COC(=O)c1cc2nsnc2c(Cl)c1N, CO, [Na+], C1COCCO1, [OH-]. Starting materials: N1C=CC2=CC=CC=C12 (indole), C(CCCCCCCCCCCCC)=O (tetradecane aldehyde). The product is N1C=C(C2=CC=CC=C12)C(CCCCCCCCCCCCC)C1=CNC2=CC=CC=C12 (1,1-diindol-3-yl-tetradecane). The yield is 80.0%. Reaction SMILES: [NH:1]1[C:9]2[C:4](=[CH:5][CH:6]=[CH:7][CH:8]=2)[CH:3]=[CH:2]1.[CH:10](=O)[CH2:11][CH2:12][CH2:13][CH2:14][CH2:15][CH2:16][CH2:17][CH2:18][CH2:19][CH2:20][CH2:21][CH2:22][CH3:23]>>[NH:1]1[C:9]2[C:4](=[CH:5][CH:6]=[CH:7][CH:8]=2)[C:3]([CH:10]([C:3]2[C:4]3[C:9](=[CH:8][CH:7]=[CH:6][CH:5]=3)[NH:1][CH:2]=2)[CH2:11][CH2:12][CH2:13][CH2:14][CH2:15][CH2:16][CH2:17][CH2:18][CH2:19][CH2:20][CH2:21][CH2:22][CH3:23])=[CH:2]1. Reported procedure: The compound was prepared as described in example 2/4, reacting the indole with tetradecane aldehyde. Yield 80%. Starting materials: CC1=C(C(=O)O)C=CC=C1 (2-methylbenzoic acid), C(C)NCC(C(F)(F)F)(O)CNC1=C2C=NN(C2=CC(=C1)C)C1=CC=C(C=C1)F (3-(ethylamino)-1,1,1-trifluoro-2-({[1-(4-fluorophenyl)-6-methyl-1H-indazol-4-yl]amino}methyl)-2-propanol). Product: C(C)N(C(C1=C(C=CC=C1)C)=O)CC(C(F)(F)F)(O)CNC1=C2C=NN(C2=CC(=C1)C)C1=CC=C(C=C1)F (N-Ethyl-2-methyl-N-[3,3,3-trifluoro-2-({[1-(4-fluorophenyl)-6-methyl-1H-indazol-4-yl]amino}methyl)-2-hydroxypropyl]benzamide). RXN SMILES: [CH3:1][C:2]1[CH:10]=[CH:9][CH:8]=[CH:7][C:3]=1[C:4]([OH:6])=O.[CH2:11]([NH:13][CH2:14][C:15]([CH2:21][NH:22][C:23]1[CH:31]=[C:30]([CH3:32])[CH:29]=[C:28]2[C:24]=1[CH:25]=[N:26][N:27]2[C:33]1[CH:38]=[CH:37][C:36]([F:39])=[CH:35][CH:34]=1)([OH:20])[C:16]([F:19])([F:18])[F:17])[CH3:12]>>[CH2:11]([N:13]([CH2:14][C:15]([CH2:21][NH:22][C:23]1[CH:31]=[C:30]([CH3:32])[CH:29]=[C:28]2[C:24]=1[CH:25]=[N:26][N:27]2[C:33]1[CH:34]=[CH:35][C:36]([F:39])=[CH:37][CH:38]=1)([OH:20])[C:16]([F:18])([F:19])[F:17])[C:4](=[O:6])[C:3]1[CH:7]=[CH:8][CH:9]=[CH:10][C:2]=1[CH3:1])[CH3:12]. Procedure: Prepared similarly to Example 1 from 2-methylbenzoic acid and 3-(ethylamino)-1,1,1-trifluoro-2-({[1-(4-fluorophenyl)-6-methyl-1H-indazol-4-yl]amino}methyl)-2-propanol. Starting materials: BrCc1ccccc1, [K+], [K+], O=C([O-])[O-], CN(C)C=O, O=C1CCc2cc(O)ccc2N1. The product is O=C1CCc2cc(OCc3ccccc3)ccc2N1. As a reaction SMILES: [CH2:19]([c:20]1[cH:21][cH:22][cH:23][cH:24][cH:25]1)[Br:26].[K+:13].[K+:14].[O-:15][C:16]([O-:17])=[O:18].[O:27]=[CH:28][N:29]([CH3:30])[CH3:31].[OH:1][c:2]1[cH:3][c:4]2[c:9]([cH:10][cH:11]1)[NH:8][C:7](=[O:12])[CH2:6][CH2:5]2>>[O:1]([c:2]1[cH:3][c:4]2[c:9]([cH:10][cH:11]1)[NH:8][C:7](=[O:12])[CH2:6][CH2:5]2)[CH2:19][c:20]1[cH:21][cH:22][cH:23][cH:24][cH:25]1. Starting materials: Cl, Cl, Cl, COC(=O)N1C(=O)N(C)C(C)=C(C(=O)O)C1c1ccc(F)c(F)c1, NCCCN1CCC(c2ccc(F)cc2)CC1. Product: Cl, COC(=O)N1C(=O)N(C)C(C)=C(C(=O)NCCCN2CCC(c3ccc(F)cc3)CC2)C1c1ccc(F)c(F)c1. RXN SMILES: [ClH:25].[ClH:26].[ClH:44].[F:1][c:2]1[cH:3][c:4]([CH:9]2[N:10]([C:21](=[O:22])[O:23][CH3:24])[C:11](=[O:20])[N:12]([CH3:19])[C:13]([CH3:18])=[C:14]2[C:15](=[O:16])[OH:17])[cH:5][cH:6][c:7]1[F:8].[NH2:27][CH2:28][CH2:29][CH2:30][N:31]1[CH2:32][CH2:33][CH:34]([c:37]2[cH:38][cH:39][c:40]([F:43])[cH:41][cH:42]2)[CH2:35][CH2:36]1>>[ClH:25].[F:1][c:2]1[cH:3][c:4]([CH:9]2[N:10]([C:21](=[O:22])[O:23][CH3:24])[C:11](=[O:20])[N:12]([CH3:19])[C:13]([CH3:18])=[C:14]2[C:15](=[O:16])[NH:27][CH2:28][CH2:29][CH2:30][N:31]2[CH2:32][CH2:33][CH:34]([c:37]3[cH:38][cH:39][c:40]([F:43])[cH:41][cH:42]3)[CH2:35][CH2:36]2)[cH:5][cH:6][c:7]1[F:8]. The reactants are ClC1=C(C=CC(=C1)Cl)C(C(=O)C=1C=NC=CC1)CC#C (2-(2,4-dichlorophenyl)-1-(3-pyridyl)-4-pentyn-1-one), [Cl-].COC[P+](C1=CC=CC=C1)(C1=CC=CC=C1)C1=CC=CC=C1 (methoxymethyltriphenylphosphonium chloride). Yields the product ClC1=C(C(C(=COC)C=2C=NC=CC2)CC#C)C=CC(=C1)Cl (3-[2,4-dichloro-α-methoxymethylene-β-(2-propynyl)-phenethyl]-pyridine). As a reaction SMILES: [Cl:1][C:2]1[CH:7]=[C:6]([Cl:8])[CH:5]=[CH:4][C:3]=1[CH:9]([CH2:18][C:19]#[CH:20])[C:10]([C:12]1[CH:13]=[N:14][CH:15]=[CH:16][CH:17]=1)=O.[Cl-].[CH3:22][O:23][CH2:24][P+](C1C=CC=CC=1)(C1C=CC=CC=1)C1C=CC=CC=1>>[Cl:1][C:2]1[CH:7]=[C:6]([Cl:8])[CH:5]=[CH:4][C:3]=1[CH:9]([CH2:18][C:19]#[CH:20])[C:10]([C:12]1[CH:13]=[N:14][CH:15]=[CH:16][CH:17]=1)=[CH:22][O:23][CH3:24] |f:1.2|. Procedure: starting from 2-(2,4-dichlorophenyl)-1-(3-pyridyl)-4-pentyn-1-one and methoxymethyltriphenylphosphonium chloride there is obtained 3-[2,4-dichloro-α-methoxymethylene-β-(2-propynyl)-phenethyl]-pyridine